The task is: describe an organic reaction: reactants, conditions, products, and yield. This data is from the Open Reaction Database (ORD), a public repository of structured organic reaction records. The reactants are CN1CCCC1=O, CCN(C(C)C)C(C)C, COc1cc(F)ccc1[N+](=O)[O-], CC(C)(O)CN, O. The product is COc1cc(NCC(C)(C)O)ccc1[N+](=O)[O-]. RXN SMILES: [CH3:19][N:20]1[CH2:21][CH2:22][CH2:23][C:24]1=[O:25].[CH:26]([N:27]([CH2:28][CH3:29])[CH:30]([CH3:31])[CH3:32])([CH3:33])[CH3:34].[F:1][c:2]1[cH:3][c:4]([O:11][CH3:12])[c:5]([N+:8](=[O:9])[O-:10])[cH:6][cH:7]1.[NH2:13][CH2:14][C:15]([CH3:16])([OH:17])[CH3:18].[OH2:35]>>[c:2]1([NH:13][CH2:14][C:15]([CH3:16])([OH:17])[CH3:18])[cH:3][c:4]([O:11][CH3:12])[c:5]([N+:8](=[O:9])[O-:10])[cH:6][cH:7]1. The reactants are solution, Cl (hydrogen chloride), FC(OC=1C=C(C=CC1)CCC1=C(OCC2CN(CCC2)C)C=CC=C1)F (3-{2-[2-(3-difluoromethoxyphenyl)ethyl]phenoxymethyl}-1-methylpiperidine). Run in O1CCOCC1 (dioxane), O1CCOCC1 (dioxane). Reaction conditions: time 1 hour. Yields the product Cl.FC(OC=1C=C(C=CC1)CCC1=C(OCC2CN(CCC2)C)C=CC=C1)F (3-{2-[2-(3-Difluoromethoxyphenyl)ethyl]phenoxymethyl}-1-methylpiperidine hydrochloride). Yield: 70.0%. As a reaction SMILES: [F:1][CH:2]([F:27])[O:3][C:4]1[CH:5]=[C:6]([CH2:10][CH2:11][C:12]2[CH:26]=[CH:25][CH:24]=[CH:23][C:13]=2[O:14][CH2:15][CH:16]2[CH2:21][CH2:20][CH2:19][N:18]([CH3:22])[CH2:17]2)[CH:7]=[CH:8][CH:9]=1.[ClH:28]>O1CCOCC1>[ClH:28].[F:27][CH:2]([F:1])[O:3][C:4]1[CH:5]=[C:6]([CH2:10][CH2:11][C:12]2[CH:26]=[CH:25][CH:24]=[CH:23][C:13]=2[O:14][CH2:15][CH:16]2[CH2:21][CH2:20][CH2:19][N:18]([CH3:22])[CH2:17]2)[CH:7]=[CH:8][CH:9]=1 |f:3.4|. Reported procedure: 0.56 g of 3-{2-[2-(3-difluoromethoxyphenyl)ethyl]phenoxymethyl}-1-methylpiperidine [prepared as described in step (a) above] was dissolved in 5 ml of dioxane, and 0.45 ml of a 4N solution of hydrogen chloride in dioxane was added to the solution, which was then concentrated by distillation under reduced pressure. The resulting solid was dissolved in a small amount of methanol, and about 50 ml of ethyl acetate were added to the solution, which was then allowed to stand at room temperature for one... Reactants: C(C1=CC=CC=C1)OC(=O)[C@H]1N([C@@H]2C[C@@H]2C1)C(CN1N=C(C=2C1=CN=CC2)C(C)=O)=O ((1R,3S,5R)-2-[2-(3-acetyl-pyrazolo[3,4-c]pyridin-1-yl)-acetyl]-2-aza-bicyclo[3.1.0]hexane-3-carboxylic acid benzyl ester). The solvent is C1CCOC1 (THF). Reaction SMILES: C([O:8][C:9]([C@@H:11]1[CH2:16][C@@H:15]2[C@@H:13]([CH2:14]2)[N:12]1[C:17](=[O:31])[CH2:18][N:19]1[C:23]2=[CH:24][N:25]=[CH:26][CH:27]=[C:22]2[C:21]([C:28](=[O:30])[CH3:29])=[N:20]1)=[O:10])C1C=CC=CC=1>C1COCC1.[Pd]>[C:28]([C:21]1[C:22]2[C:23](=[CH:24][N:25]=[CH:26][CH:27]=2)[N:19]([CH2:18][C:17]([N:12]2[C@H:11]([C:9]([OH:10])=[O:8])[CH2:16][C@@H:15]3[C@H:13]2[CH2:14]3)=[O:31])[N:20]=1)(=[O:30])[CH3:29]. Reaction conditions: time 72 hour. Reported procedure: To a solution of (1R,3S,5R)-2-[2-(3-acetyl-pyrazolo[3,4-c]pyridin-1-yl)-acetyl]-2-aza-bicyclo[3.1.0]hexane-3-carboxylic acid benzyl ester (2.26 g, 5.4 mmol) in THF (20 mL) was added Pd/C 10% (60 mg). The reaction was placed under hydrogen atmosphere and was stirred for 72 h. The catalyst was removed by filtration through a pad of Celite and washed with MeOH. Solvents were concentrated to give the title compound. MS (UPLC-MS): 329 [M+H]+; tR (HPLC conditions d): 2.29 min. The reagents and catalysts are [Pd] (Pd/C). Yields the product C(C)(=O)C1=NN(C2=CN=CC=C21)CC(=O)N2[C@@H]1C[C@@H]1C[C@H]2C(=O)O ((1R,3S,5R)-2-[2-(3-Acetyl-pyrazolo[3,4-c]pyridin-1-yl)-acetyl]-2-aza-bicyclo[3.1.0]hexane-3-carboxylic acid). The reactants are [N-]=[N+]=[N-].[Na+] (Sodium azide), C(OCC)(OCC)OCC (triethyl orthoformate), CC1=C(C=NC(=C1)N)CC(=O)OCC (ethyl (4-methyl-6-aminopyridin-3-yl)acetate). The solvent is C(C)(=O)O (acetic acid), O (water). Reaction conditions: temperature 80 celsius, time 24 hour. Product: C(C)OC(CC=1C=NC(=CC1C)N1N=NN=C1)=O (Ethyl[4-Methyl-6-(1H-tetrazol-1-yl)pyridin-3-yl]acetate). Reaction SMILES: [N-:1]=[N+:2]=[N-:3].[Na+].[CH:5](OCC)(OCC)OCC.[CH3:15][C:16]1[CH:21]=[C:20]([NH2:22])[N:19]=[CH:18][C:17]=1[CH2:23][C:24]([O:26][CH2:27][CH3:28])=[O:25]>C(O)(=O)C.O>[CH2:27]([O:26][C:24](=[O:25])[CH2:23][C:17]1[CH:18]=[N:19][C:20]([N:22]2[CH:5]=[N:3][N:2]=[N:1]2)=[CH:21][C:16]=1[CH3:15])[CH3:28] |f:0.1|. Reported procedure: Sodium azide (0.712 g, 11.0 mmol) was added to a stirred mixture of triethyl orthoformate (1.95 ml, 11.7 mmol) and ethyl (4-methyl-6-aminopyridin-3-yl)acetate (1.42 g, 7.30 mmol) in acetic acid (10 ml) and the mixture was stirred at 80° C. for 24 h. The reaction mixture was cooled, diluted with water, and extracted with EtOAc (2×). The combined organic layers were washed with brine, dried (Na2SO4), filtered, and concentrated to provide title compound. LC-MS (IE, m/z): 248 [M+1]+. Reactants: C1CCOC1, C[S+](C)(C)=O, CC(C)(C)[O-], [I-], [Na+], CC(C)(C)OC(=O)N1CCC(=O)CC1, CN(C)C=O. Product: CC(C)(C)OC(=O)N1CCC2(CC1)CO2. As a reaction SMILES: [CH2:27]1[O:28][CH2:29][CH2:30][CH2:31]1.[CH3:16][S+:17]([CH3:18])([CH3:19])=[O:20].[CH3:21][C:22]([CH3:23])([O-:24])[CH3:25].[I-:15].[Na+:26].[O:1]=[C:2]1[CH2:3][CH2:4][N:5]([C:8](=[O:9])[O:10][C:11]([CH3:12])([CH3:13])[CH3:14])[CH2:6][CH2:7]1.[O:32]=[CH:33][N:34]([CH3:35])[CH3:36]>>[O:1]1[C:2]2([CH2:3][CH2:4][N:5]([C:8](=[O:9])[O:10][C:11]([CH3:12])([CH3:13])[CH3:14])[CH2:6][CH2:7]2)[CH2:16]1.